From a dataset of the Open Reaction Database (ORD), a public repository of structured organic reaction records. describe an organic reaction: reactants, conditions, products, and yield The reactants are ClC1=C(C=C(C=C1)O)CC (4-chloro-3-ethylphenol), OCC(C(=O)OC)(C)C (methyl hydroxypivalate). The product is ClC1=C(C=C(OCC(C(=O)OC)(C)C)C=C1)CC (methyl 3-(4-chloro-3-ethylphenoxy)-2,2-dimethylpropanoate). The yield is 85.3%. Reaction SMILES: [Cl:1][C:2]1[CH:7]=[CH:6][C:5]([OH:8])=[CH:4][C:3]=1[CH2:9][CH3:10].O[CH2:12][C:13]([CH3:19])([CH3:18])[C:14]([O:16][CH3:17])=[O:15]>>[Cl:1][C:2]1[CH:7]=[CH:6][C:5]([O:8][CH2:12][C:13]([CH3:19])([CH3:18])[C:14]([O:16][CH3:17])=[O:15])=[CH:4][C:3]=1[CH2:9][CH3:10]. Reported procedure: By using 4-chloro-3-ethylphenol (2000 mg) and methyl hydroxypivalate (2025 mg), the procedure was carried out in the same manner as in Example 1-1) to obtain methyl 3-(4-chloro-3-ethylphenoxy)-2,2-dimethylpropanoate (2951 mg). Starting materials: ClC1=C(CN(CCCO)CC(C2=CC=CC=C2)C2=CC=CC=C2)C=CC=C1C(F)(F)F (3-[(2-Chloro-3-trifluoromethyl-benzyl)-diphenylethyl-amino]-propan-1-ol), OC=1C=C(C=O)C=CC1 (3-Hydroxy-benzaldehyde), CC(C)OC(=O)/N=N/C(=O)OC(C)C (DIAD), C1=CC=C(C=C1)P(C2=CC=CC=C2)C3=CC=CC=C3 (PPh3). Run in C1(=CC=CC=C1)C (toluene). Product: ClC1=C(CN(CCCOC=2C=C(C=O)C=CC2)CC(C2=CC=CC=C2)C2=CC=CC=C2)C=CC=C1C(F)(F)F (3-{3-[(2-Chloro-3-trifluoromethyl-benzyl)-diphenylethyl-amino]-propoxy}-benzaldehyde). Reaction SMILES: [Cl:1][C:2]1[C:27]([C:28]([F:31])([F:30])[F:29])=[CH:26][CH:25]=[CH:24][C:3]=1[CH2:4][N:5]([CH2:10][CH:11]([C:18]1[CH:23]=[CH:22][CH:21]=[CH:20][CH:19]=1)[C:12]1[CH:17]=[CH:16][CH:15]=[CH:14][CH:13]=1)[CH2:6][CH2:7][CH2:8][OH:9].O[C:33]1[CH:34]=[C:35]([CH:38]=[CH:39][CH:40]=1)[CH:36]=[O:37].C1C=CC(P(C2C=CC=CC=2)C2C=CC=CC=2)=CC=1.CC(OC(/N=N/C(OC(C)C)=O)=O)C>C1(C)C=CC=CC=1>[Cl:1][C:2]1[C:27]([C:28]([F:29])([F:30])[F:31])=[CH:26][CH:25]=[CH:24][C:3]=1[CH2:4][N:5]([CH2:10][CH:11]([C:12]1[CH:17]=[CH:16][CH:15]=[CH:14][CH:13]=1)[C:18]1[CH:19]=[CH:20][CH:21]=[CH:22][CH:23]=1)[CH2:6][CH2:7][CH2:8][O:9][C:33]1[CH:34]=[C:35]([CH:38]=[CH:39][CH:40]=1)[CH:36]=[O:37]. Procedure details: To a solution of 3-[(2-Chloro-3-trifluoromethyl-benzyl)-diphenylethyl-amino]-propan-1-ol (0.500 g, 1.12 mmol) in toluene (4 ml) at ambient temperature was added 3-Hydroxy-benzaldehyde (0.213 g, 1.74 mmol) under Argon with stirring. The mixture was treated with polymer bound PPh3 (0.594 g, 1.782 mmol). After 15 minutes of stirring, the mixture was treated with DIAD (0.273 mL, 1.387 mmol) and was stirred at ambient temperature overnight.